This data is from the Open Reaction Database (ORD), a public repository of structured organic reaction records. The task is: describe an organic reaction: reactants, conditions, products, and yield Starting materials: O=C(OC(Cl)(Cl)Cl)OC(Cl)(Cl)Cl, COCCN1CCC(N)CC1, Nc1ccc2nc(NC3CCc4ccccc43)ccc2c1. The product is COCCN1CCC(NC(=O)Nc2ccc3nc(NC4CCc5ccccc54)ccc3c2)CC1. RXN SMILES: [C:1]([O:2][C:3]([Cl:4])([Cl:5])[Cl:6])([O:7][C:8]([Cl:9])([Cl:10])[Cl:11])=[O:12].[CH3:13][O:14][CH2:15][CH2:16][N:17]1[CH2:18][CH2:19][CH:20]([NH2:23])[CH2:21][CH2:22]1.[CH:24]1([NH:33][c:34]2[n:35][c:36]3[cH:37][cH:38][c:39]([NH2:44])[cH:40][c:41]3[cH:42][cH:43]2)[CH2:25][CH2:26][c:27]2[cH:28][cH:29][cH:30][cH:31][c:32]21>>[C:1](=[O:12])([NH:23][CH:20]1[CH2:19][CH2:18][N:17]([CH2:16][CH2:15][O:14][CH3:13])[CH2:22][CH2:21]1)[NH:44][c:39]1[cH:38][cH:37][c:36]2[n:35][c:34]([NH:33][CH:24]3[CH2:25][CH2:26][c:27]4[cH:28][cH:29][cH:30][cH:31][c:32]43)[cH:43][cH:42][c:41]2[cH:40]1. Reactants: BrC1=CC=C(C(=C1)NC)N (5-bromo-N1-methylbenzene-1,2-diamine), C(=O)(C(F)(F)F)O (TFA). Run at temperature 90 celsius, time 8 hour. Product: BrC=1C=CC2=C(N(C(=N2)C(F)(F)F)C)C1 (6-Bromo-1-methyl-2-(trifluoromethyl)-1H-benzimidazole). Reaction SMILES: [Br:1][C:2]1[CH:7]=[C:6]([NH:8][CH3:9])[C:5]([NH2:10])=[CH:4][CH:3]=1.[C:11](O)([C:13]([F:16])([F:15])[F:14])=O>>[Br:1][C:2]1[CH:3]=[CH:4][C:5]2[N:10]=[C:11]([C:13]([F:16])([F:15])[F:14])[N:8]([CH3:9])[C:6]=2[CH:7]=1. Procedure: The mixture of 5-bromo-N1-methylbenzene-1,2-diamine (300 mg) and TFA (10 ml) was stirred at 90° C. overnight. The mixture was quenched with saturated NaHCO3 solution and extracted with EtOAc. The organic layer was separated, washed with water and brine, dried over MgSO4, passed through NH silica gel pad and concentrated in vacuo. The precipitate was collected by filtration, washed with IPE/hexane and dried in vacuo to give the title compound (265 mg) as a purple solid. Reactants: BrC1C2=C(C=CC3=C1C=CC(=C3)C(C(=O)O)C)C=CC=C2 (2-(5-bromo-5H-dibenzo[a,d]cyclohepten-2-yl)propionic acid), CS(=O)C (dimethylsulfoxide). Solvent: O (water). Yields the product C1=C(C=CC=2C(C3=C(C=CC21)C=CC=C3)=O)C(C(=O)O)C (2-(5H-dibenzo[a,d]cyclohepten-5-on-2-yl)propionic acid). As a reaction SMILES: Br[CH:2]1[C:8]2[CH:9]=[CH:10][C:11]([CH:13]([CH3:17])[C:14]([OH:16])=[O:15])=[CH:12][C:7]=2[CH:6]=[CH:5][C:4]2[CH:18]=[CH:19][CH:20]=[CH:21][C:3]1=2.CS(C)=[O:24]>O>[CH:12]1[C:7]2[CH:6]=[CH:5][C:4]3[CH:18]=[CH:19][CH:20]=[CH:21][C:3]=3[C:2](=[O:24])[C:8]=2[CH:9]=[CH:10][C:11]=1[CH:13]([CH3:17])[C:14]([OH:16])=[O:15]. Procedure: 0.5 G. of 2-(5-bromo-5H-dibenzo[a,d]cyclohepten-2-yl)propionic acid is dissolved in 10 ml. of dimethylsulfoxide and heated at 150°-180° C. under nitrogen for 2 hours, then cooled, poured into water and worked up as in part A to afford 2-(5H-dibenzo[a,d]cyclohepten-5-on-2-yl)propionic acid.